Dataset: the Open Reaction Database (ORD), a public repository of structured organic reaction records. Task: describe an organic reaction: reactants, conditions, products, and yield The reactants are O=C([O-])[O-], CC#N, O=[N+]([O-])c1cccc(Cl)c1Cl, [K+], [K+], Sc1ncc[nH]1. The product is O=[N+]([O-])c1cccc(Cl)c1Sc1ncc[nH]1. RXN SMILES: [C:18](=[O:19])([O-:20])[O-:21].[CH3:24][C:25]#[N:26].[Cl:7][c:8]1[c:9]([N+:15](=[O:16])[O-:17])[cH:10][cH:11][cH:12][c:13]1[Cl:14].[K+:22].[K+:23].[SH:1][c:2]1[nH:3][cH:4][cH:5][n:6]1>>[S:1]([c:2]1[nH:3][cH:4][cH:5][n:6]1)[c:8]1[c:9]([N+:15](=[O:16])[O-:17])[cH:10][cH:11][cH:12][c:13]1[Cl:14]. Starting materials: Cc1cccc2c1CCc1ccccc1C2=O, CI, [Cl-], CN(C)CCCCl, [NH4+], O. Yields the product Cc1cccc2c1CCc1ccccc1C2=CCCN(C)C. Reaction SMILES: [CH3:10][c:11]1[cH:12][cH:13][cH:14][c:15]2[c:21]1[CH2:20][CH2:19][c:18]1[c:17]([cH:25][cH:24][cH:23][cH:22]1)[C:16]2=[O:26].[CH3:1][I:2].[Cl-:27].[Cl:3][CH2:4][CH2:5][CH2:6][N:7]([CH3:8])[CH3:9].[NH4+:28].[OH2:29]>>[CH:4]([CH2:5][CH2:6][N:7]([CH3:8])[CH3:9])=[C:16]1[c:15]2[cH:14][cH:13][cH:12][c:11]([CH3:10])[c:21]2[CH2:20][CH2:19][c:18]2[c:17]1[cH:25][cH:24][cH:23][cH:22]2. Starting materials: NC=1C=NC=CC1NC=1C=C2CC(CC2=CC1)C#N (5-(3-aminopyrid-4-ylamino)-2-cyanoindane), C(C)(=O)OC(C)=O (acetic anhydride). The solvent is C(C)(=O)O (acetic acid). The product is C(#N)C1CC2=CC=C(C=C2C1)N1C(=NC=2C=NC=CC21)C (2-cyano-5-(2-methylimidazo[4,5-c]pyrid-1-yl)indane). The yield is 79.0%. RXN SMILES: [NH2:1][C:2]1[CH:3]=[N:4][CH:5]=[CH:6][C:7]=1[NH:8][C:9]1[CH:10]=[C:11]2[C:15](=[CH:16][CH:17]=1)[CH2:14][CH:13]([C:18]#[N:19])[CH2:12]2.[C:20](OC(=O)C)(=O)[CH3:21]>C(O)(=O)C>[C:18]([CH:13]1[CH2:12][C:11]2[C:15](=[CH:16][CH:17]=[C:9]([N:8]3[C:7]4[CH:6]=[CH:5][N:4]=[CH:3][C:2]=4[N:1]=[C:20]3[CH3:21])[CH:10]=2)[CH2:14]1)#[N:19]. Procedure: A mixture of 5-(3-aminopyrid-4-ylamino)-2-cyanoindane (12.28 g, ca 44.5 mmol from step (d) above), acetic acid (70 ml) and acetic anhydride (70 ml) was heated at reflux under nitrogen for 1.75 hours, cooled, and concentrated under reduced pressure. The residual brown gum was dissolved in 2M hydrochloric acid (40 ml) and washed with ethyl acetate (50 ml). The aqueous layer was rendered basic by the addition of 2M aqueous sodium hydroxide, and the product was extracted into dichloromethane. The co...